This data is from the Open Reaction Database (ORD), a public repository of structured organic reaction records. The task is: describe an organic reaction: reactants, conditions, products, and yield Reactants: [N+](=O)([O-])C1=C(C(=CC(=C1)[N+](=O)[O-])C1=CC=CC=C1)O (3,5-dinitro-2-biphenylol), P(=O)(Cl)(Cl)Cl (phosphorous oxychloride), material. Run in CN(C=O)C (dimethylformamide). Product: ClC1=C(C=C(C=C1[N+](=O)[O-])[N+](=O)[O-])C1=CC=CC=C1 (2-Chloro-3,5-dinitrobiphenyl). RXN SMILES: [N+:1]([C:4]1[CH:9]=[C:8]([N+:10]([O-:12])=[O:11])[CH:7]=[C:6]([C:13]2[CH:18]=[CH:17][CH:16]=[CH:15][CH:14]=2)[C:5]=1O)([O-:3])=[O:2].P(Cl)(Cl)([Cl:22])=O>CN(C)C=O>[Cl:22][C:5]1[C:4]([N+:1]([O-:3])=[O:2])=[CH:9][C:8]([N+:10]([O-:12])=[O:11])=[CH:7][C:6]=1[C:13]1[CH:18]=[CH:17][CH:16]=[CH:15][CH:14]=1. Procedure details: A mixture of 30.00 g. of 3,5-dinitro-2-biphenylol, 15 ml. of dimethylformamide, and 113 ml. of phosphorous oxychloride is heated on a steam bath for 2.25 hours. The mixture is then cooled to room temperature and poured slowly into approximately 600 g. of crushed ice. The precipitate that forms is isolated by filtration and washed with water. The solid is dissolved in chloroform and the chloroform solution is washed several times with 10% Na2CO3 and once with water. The chloroform solution is dri... Reactants: O=S(=O)(Cl)c1cc2nc(Cl)ccc2s1, Cl, N#Cc1cccc(CN2CCC(N)C2=O)c1. The product is N#Cc1cccc(CN2CCC(NS(=O)(=O)c3cc4nc(Cl)ccc4s3)C2=O)c1. As a reaction SMILES: [Cl:18][c:19]1[cH:20][cH:21][c:22]2[c:23]([n:24]1)[cH:25][c:26]([S:28](=[O:29])(=[O:30])[Cl:31])[s:27]2.[ClH:1].[NH2:2][CH:3]1[C:4](=[O:17])[N:5]([CH2:8][c:9]2[cH:10][c:11]([C:12]#[N:13])[cH:14][cH:15][cH:16]2)[CH2:6][CH2:7]1>>[NH:2]([CH:3]1[C:4](=[O:17])[N:5]([CH2:8][c:9]2[cH:10][c:11]([C:12]#[N:13])[cH:14][cH:15][cH:16]2)[CH2:6][CH2:7]1)[S:28]([c:26]1[cH:25][c:23]2[c:22]([cH:21][cH:20][c:19]([Cl:18])[n:24]2)[s:27]1)(=[O:29])=[O:30].